From a dataset of the Open Reaction Database (ORD), a public repository of structured organic reaction records. describe an organic reaction: reactants, conditions, products, and yield Reactants: C(C)C1(C(NC2=CC=CC=C12)=O)CC (3,3-diethyl-1,3-dihydro-indol-2-one), [N+](=O)(O)[O-] (nitric acid), ice water. The solvent is S(O)(O)(=O)=O (sulfuric acid), S(O)(O)(=O)=O (sulfuric acid). The product is C(C)C1(C(NC2=CC=C(C=C12)[N+](=O)[O-])=O)CC (3,3-diethyl-5-nitro-1,3-dihydro-indol-2-one). The yield is 94.0%. As a reaction SMILES: [CH2:1]([C:3]1([CH2:13][CH3:14])[C:11]2[C:6](=[CH:7][CH:8]=[CH:9][CH:10]=2)[NH:5][C:4]1=[O:12])[CH3:2].[N+:15]([O-])([OH:17])=[O:16]>S(=O)(=O)(O)O>[CH2:13]([C:3]1([CH2:1][CH3:2])[C:11]2[C:6](=[CH:7][CH:8]=[C:9]([N+:15]([O-:17])=[O:16])[CH:10]=2)[NH:5][C:4]1=[O:12])[CH3:14]. Procedure: To a solution of 3,3-diethyl-1,3-dihydro-indol-2-one (10.0 g, 52.84 mmol, A. Mertens et al., J. Med. Chem. 1987, 30, 1279-1287) in conc. sulfuric acid (50 ml) was added slowly a mixture of nitric acid (65%, 5.12 g, 3.63 ml, 52.84 mmol) and conc. sulfuric acid (10 ml) at 0° C. After 2 h at room temperature the mixture was poured into ice water. The precipitate was filtered off, washed with water and dried to yield 11.7 g 3,3-diethyl-5-nitro-1,3-dihydro-indol-2-one (49.95 mmol, 94%).